This data is from the Open Reaction Database (ORD), a public repository of structured organic reaction records. The task is: describe an organic reaction: reactants, conditions, products, and yield Starting materials: CCOC(=O)c1nc2n(c(=O)c1OCc1ccccc1)CCCSC2, C1CCOC1, C[Si](C)(C)[N-][Si](C)(C)C, CI, [Li+]. Yields the product CCOC(=O)c1nc2n(c(=O)c1OCc1ccccc1)CCCSC2C. As a reaction SMILES: [CH2:1]([c:2]1[cH:3][cH:4][cH:5][cH:6][cH:7]1)[O:8][c:9]1[c:10]([C:21](=[O:22])[O:23][CH2:24][CH3:25])[n:11][c:12]2[n:18]([c:19]1=[O:20])[CH2:17][CH2:16][CH2:15][S:14][CH2:13]2.[CH2:38]1[O:39][CH2:40][CH2:41][CH2:42]1.[CH3:29][Si:30]([N-:31][Si:32]([CH3:33])([CH3:34])[CH3:35])([CH3:36])[CH3:37].[I:26][CH3:27].[Li+:28]>>[CH2:1]([c:2]1[cH:3][cH:4][cH:5][cH:6][cH:7]1)[O:8][c:9]1[c:10]([C:21](=[O:22])[O:23][CH2:24][CH3:25])[n:11][c:12]2[n:18]([c:19]1=[O:20])[CH2:17][CH2:16][CH2:15][S:14][CH:13]2[CH3:29].